From a dataset of the Open Reaction Database (ORD), a public repository of structured organic reaction records. describe an organic reaction: reactants, conditions, products, and yield Starting materials: O=C([O-])[O-], CCO, [N-]=[N+]=Nc1ccc(F)c([N+](=O)[O-])c1, NCCC(=O)O, [Na+], [Na+], O. Product: [N-]=[N+]=Nc1ccc(NCCC(=O)O)c([N+](=O)[O-])c1. Reaction SMILES: [C:20](=[O:21])([O-:22])[O-:23].[CH3:26][CH2:27][OH:28].[N:1](=[N+:2]=[N-:3])[c:4]1[cH:5][c:6]([N+:11](=[O:12])[O-:13])[c:7]([F:10])[cH:8][cH:9]1.[NH2:14][CH2:15][CH2:16][C:17](=[O:18])[OH:19].[Na+:24].[Na+:25].[OH2:29]>>[N:1](=[N+:2]=[N-:3])[c:4]1[cH:5][c:6]([N+:11](=[O:12])[O-:13])[c:7]([NH:14][CH2:15][CH2:16][C:17](=[O:18])[OH:19])[cH:8][cH:9]1. Reactants: C(CCCCCCC)OC(=O)C1=CC=C(C(=O)O)C=C1 (4-octyloxycarbonyl benzoic acid), OC1=CC=C(C=C1)C1=CC=C(C=C1)C(C(CCCCCC)C)=O (4-hydroxy-4'-(2-methyloctanoyl) biphenyl), 4-octyloxycarbonyl benzoic acid ester, C1(CCCCC1)N=C=NC1CCCCC1 (N,N'-dicyclohexylcarbodiimide). Reagents/catalysts: CN(C1=CC=NC=C1)C (4-dimethylamino pyridine). Solvent: C(Cl)Cl (methylene chloride). Product: CC(C(=O)C1=CC=C(C=C1)C1=CC=CC=C1)CCCCCC ((+)-4-(2-methyloctanoyl) biphenyl). The yield is 46.0%. Reaction SMILES: C(OC(C1C=CC(C(O)=O)=CC=1)=O)CCCCCCC.O[C:22]1[CH:27]=[CH:26][C:25]([C:28]2[CH:33]=[CH:32][C:31]([C:34](=[O:43])[CH:35]([CH3:42])[CH2:36][CH2:37][CH2:38][CH2:39][CH2:40][CH3:41])=[CH:30][CH:29]=2)=[CH:24][CH:23]=1.C1(N=C=NC2CCCCC2)CCCCC1>CN(C)C1C=CN=CC=1.C(Cl)Cl>[CH3:42][CH:35]([CH2:36][CH2:37][CH2:38][CH2:39][CH2:40][CH3:41])[C:34]([C:31]1[CH:32]=[CH:33][C:28]([C:25]2[CH:26]=[CH:27][CH:22]=[CH:23][CH:24]=2)=[CH:29][CH:30]=1)=[O:43]. Procedure: To 10 ml of methylene chloride were added 85 mg (0.31 mmol) of 4-octyloxycarbonyl benzoic acid obtained in Example 32, 95 mg (0.31 mmol) of 4-hydroxy-4'-(2-methyloctanoyl) biphenyl and 20 mg of 4-dimethylamino pyridine, which was added with 70 mg (0.32 mmol) of N,N'-dicyclohexylcarbodiimide. This mixture was reacted by heating under reflux for 4 hours, and the precipitated solid was filtered off. The filtrate was concentrated and isolated by a column chromatography of silica gel to obtain 42 mg ...